From a dataset of the Open Reaction Database (ORD), a public repository of structured organic reaction records. describe an organic reaction: reactants, conditions, products, and yield The reactants are Nc1ccc2ncnc(Nc3cccc(Br)c3)c2c1, COCC=CC(=O)Cl, CC(C)N(C)C(C)C, C1CCOC1. Yields the product COCC=CC(=O)Nc1ccc2ncnc(Nc3cccc(Br)c3)c2c1. RXN SMILES: [Br:1][c:2]1[cH:3][c:4]([NH:8][c:9]2[n:10][cH:11][n:12][c:13]3[cH:14][cH:15][c:16]([NH2:19])[cH:17][c:18]23)[cH:5][cH:6][cH:7]1.[CH3:28][O:29][CH2:30][CH:31]=[CH:32][C:33](=[O:34])[Cl:35].[CH:20]([N:21]([CH:22]([CH3:23])[CH3:24])[CH3:25])([CH3:26])[CH3:27].[O:36]1[CH2:37][CH2:38][CH2:39][CH2:40]1>>[Br:1][c:2]1[cH:3][c:4]([NH:8][c:9]2[n:10][cH:11][n:12][c:13]3[cH:14][cH:15][c:16]([NH:19][C:33]([CH:32]=[CH:31][CH2:30][O:29][CH3:28])=[O:34])[cH:17][c:18]23)[cH:5][cH:6][cH:7]1.